From a dataset of the Open Reaction Database (ORD), a public repository of structured organic reaction records. describe an organic reaction: reactants, conditions, products, and yield The reactants are Br, CCOC(C)=O, CCCCCC, CC(C)c1nc(N(C)S(C)(=O)=O)nc(-c2ccc(F)cc2)c1CO. Yields the product CC(C)c1nc(N(C)S(C)(=O)=O)nc(-c2ccc(F)cc2)c1CBr. As a reaction SMILES: [BrH:25].[C:32]([O:33][CH2:34][CH3:35])(=[O:36])[CH3:37].[CH3:26][CH2:27][CH2:28][CH2:29][CH2:30][CH3:31].[F:1][c:2]1[cH:3][cH:4][c:5](-[c:8]2[n:9][c:10]([N:19]([S:20](=[O:21])(=[O:22])[CH3:23])[CH3:24])[n:11][c:12]([CH:16]([CH3:17])[CH3:18])[c:13]2[CH2:14][OH:15])[cH:6][cH:7]1>>[F:1][c:2]1[cH:3][cH:4][c:5](-[c:8]2[n:9][c:10]([N:19]([S:20](=[O:21])(=[O:22])[CH3:23])[CH3:24])[n:11][c:12]([CH:16]([CH3:17])[CH3:18])[c:13]2[CH2:14][Br:25])[cH:6][cH:7]1. Reactants: BrCc1ccccc1, c1ccc(COCc2ccccc2)cc1, COC(=O)C(O)C(CC1CCCCC1)NC(=O)OC(C)(C)C, CN(C)C=O, Cl, [H-], [Na+]. Product: COC(=O)C(OCc1ccccc1)C(CC1CCCCC1)NC(=O)OC(C)(C)C. Reaction SMILES: [Br:23][CH2:24][c:25]1[cH:26][cH:27][cH:28][cH:29][cH:30]1.[CH2:34]([O:35][CH2:36][c:37]1[cH:38][cH:39][cH:40][cH:41][cH:42]1)[c:43]1[cH:44][cH:45][cH:46][cH:47][cH:48]1.[CH3:1][O:2][C:3]([CH:4]([CH:5]([CH2:6][CH:7]1[CH2:8][CH2:9][CH2:10][CH2:11][CH2:12]1)[NH:13][C:14](=[O:15])[O:16][C:17]([CH3:18])([CH3:19])[CH3:20])[OH:21])=[O:22].[CH3:49][N:50]([CH3:51])[CH:52]=[O:53].[ClH:33].[H-:31].[Na+:32]>>[CH3:1][O:2][C:3]([CH:4]([CH:5]([CH2:6][CH:7]1[CH2:8][CH2:9][CH2:10][CH2:11][CH2:12]1)[NH:13][C:14](=[O:15])[O:16][C:17]([CH3:18])([CH3:19])[CH3:20])[O:21][CH2:24][c:25]1[cH:26][cH:27][cH:28][cH:29][cH:30]1)=[O:22]. The reactants are CS(=O)(=O)OCCOC1=CC2=CC=CC=C2C=C1 (2-(2-naphthyloxy)ethanol O-methanesulfonate), NC1=CC=C(C(=O)OCC)C=C1 (ethyl p-aminobenzoate), CN(P(=O)(N(C)C)N(C)C)C (hexamethylphosphoramide). Run in O (water). The product is C1=C(C=CC2=CC=CC=C12)OCCNC1=CC=C(C(=O)OCC)C=C1 (Ethyl p-{[2-(2-naphthyloxy)ethyl]amino}benzoate). As a reaction SMILES: CS(O[CH2:6][CH2:7][O:8][C:9]1[CH:18]=[CH:17][C:16]2[C:11](=[CH:12][CH:13]=[CH:14][CH:15]=2)[CH:10]=1)(=O)=O.[NH2:19][C:20]1[CH:30]=[CH:29][C:23]([C:24]([O:26][CH2:27][CH3:28])=[O:25])=[CH:22][CH:21]=1.CN(C)P(N(C)C)(N(C)C)=O>O>[CH:10]1[C:11]2[C:16](=[CH:15][CH:14]=[CH:13][CH:12]=2)[CH:17]=[CH:18][C:9]=1[O:8][CH2:7][CH2:6][NH:19][C:20]1[CH:21]=[CH:22][C:23]([C:24]([O:26][CH2:27][CH3:28])=[O:25])=[CH:29][CH:30]=1. Procedure: A mixture of 18.7 g. of 2-(2-naphthyloxy)ethanol O-methanesulfonate and 23.6 g. of ethyl p-aminobenzoate is heated in 300 ml. of hexamethylphosphoramide at 110° C. for 16 hours. The mixture is cooled, diluted with water and worked up as described in Example 3 to give the crystalline product. Recrystallization from ethanol gives crystals, m.p. 158°-162° C. Starting materials: C=CCOC(=O)N1CC(OS(C)(=O)=O)CC1CCOS(C)(=O)=O, CC(C)(C)[O-], CN(C)C=O, O=Cc1c[nH]cn1, [K+], O. Product: C=CCOC(=O)N1CC(OS(C)(=O)=O)CC1CCn1cncc1C=O. RXN SMILES: [CH2:1]([CH:2]=[CH2:3])[O:4][C:5](=[O:6])[N:7]1[CH:8]([CH2:17][CH2:18][O:19][S:20]([CH3:21])(=[O:22])=[O:23])[CH2:9][CH:10]([O:12][S:13](=[O:14])(=[O:15])[CH3:16])[CH2:11]1.[CH3:31][C:32]([CH3:33])([O-:34])[CH3:35].[CH3:38][N:39]([CH3:40])[CH:41]=[O:42].[CH:24](=[O:25])[c:26]1[n:27][cH:28][nH:29][cH:30]1.[K+:36].[OH2:37]>>[CH2:1]([CH:2]=[CH2:3])[O:4][C:5](=[O:6])[N:7]1[CH:8]([CH2:17][CH2:18][n:27]2[c:26]([CH:24]=[O:25])[cH:30][n:29][cH:28]2)[CH2:9][CH:10]([O:12][S:13](=[O:14])(=[O:15])[CH3:16])[CH2:11]1. Starting materials: CCOC(=O)c1nc2cc(OC)c(OC)cc2n1S(=O)(=O)N(C)C, CS(C)=O, [Cl-], [H-], Cc1cc(C)nc(N)c1, [NH4+], [Na+]. The product is COc1cc2nc(C(=O)Nc3cc(C)cc(C)n3)n(S(=O)(=O)N(C)C)c2cc1OC. As a reaction SMILES: [CH3:12][N:13]([S:14](=[O:15])(=[O:16])[n:17]1[c:18]([C:30](=[O:31])[O:32][CH2:33][CH3:34])[n:19][c:20]2[c:21]1[cH:22][c:23]([O:28][CH3:29])[c:24]([O:26][CH3:27])[cH:25]2)[CH3:35].[CH3:38][S:39]([CH3:40])=[O:41].[Cl-:36].[H-:10].[NH2:1][c:2]1[n:3][c:4]([CH3:9])[cH:5][c:6]([CH3:8])[cH:7]1.[NH4+:37].[Na+:11]>>[NH:1]([c:2]1[n:3][c:4]([CH3:9])[cH:5][c:6]([CH3:8])[cH:7]1)[C:30]([c:18]1[n:17]([S:14]([N:13]([CH3:12])[CH3:35])(=[O:15])=[O:16])[c:21]2[c:20]([n:19]1)[cH:25][c:24]([O:26][CH3:27])[c:23]([O:28][CH3:29])[cH:22]2)=[O:31].